Dataset: the Open Reaction Database (ORD), a public repository of structured organic reaction records. Task: describe an organic reaction: reactants, conditions, products, and yield Starting materials: O (water), BrCC1=CC2=C(O1)C(=CC=C2)[N+](=O)[O-] (2-bromomethyl-7-nitrobenzo[b]furan), SCC(=O)OCC (ethyl mercaptoacetate), C([O-])([O-])=O.[K+].[K+] (potassium carbonate). The solvent is CN(C=O)C (N,N-dimethylformamide). Conditions: time 2 hour. The product is C(C)OC(=O)CSCC1=CC2=C(O1)C(=CC=C2)[N+](=O)[O-] (2-ethoxycarbonylmethylthiomethyl-7-nitrobenzo[b]furan). As a reaction SMILES: Br[CH2:2][C:3]1[O:7][C:6]2[C:8]([N+:12]([O-:14])=[O:13])=[CH:9][CH:10]=[CH:11][C:5]=2[CH:4]=1.[SH:15][CH2:16][C:17]([O:19][CH2:20][CH3:21])=[O:18].C(=O)([O-])[O-].[K+].[K+].O>CN(C)C=O>[CH2:20]([O:19][C:17]([CH2:16][S:15][CH2:2][C:3]1[O:7][C:6]2[C:8]([N+:12]([O-:14])=[O:13])=[CH:9][CH:10]=[CH:11][C:5]=2[CH:4]=1)=[O:18])[CH3:21] |f:2.3.4|. Reported procedure: A mixture of 2-bromomethyl-7-nitrobenzo[b]furan (512 mg), ethyl mercaptoacetate (0.24 ml) and potassium carbonate (552 mg) in N,N-dimethylformamide (4 ml) was stirred at ambient temperature for 2 hours. To the reaction mixture was added cold water and the separated solid was collected, washed with water and dried to give 2-ethoxycarbonylmethylthiomethyl-7-nitrobenzo[b]furan (546 mg). Reactants: BrCC1CO1, Oc1ccc(OCc2ccccc2)cc1. Product: c1ccc(COc2ccc(OCC3CO3)cc2)cc1. Reaction SMILES: [Br:16][CH2:17][CH:18]1[CH2:19][O:20]1.[OH:1][c:2]1[cH:3][cH:4][c:5]([O:6][CH2:7][c:8]2[cH:9][cH:10][cH:11][cH:12][cH:13]2)[cH:14][cH:15]1>>[O:1]([c:2]1[cH:3][cH:4][c:5]([O:6][CH2:7][c:8]2[cH:9][cH:10][cH:11][cH:12][cH:13]2)[cH:14][cH:15]1)[CH2:17][CH:18]1[CH2:19][O:20]1. Reactants: CCN=C=NCCCN(C)C, CS(N)(=O)=O, O=C(O)CCc1ccc(OC2CCc3cc(Cl)ccc32)cc1, ClCCl, Cl, O. The product is CS(=O)(=O)NC(=O)CCc1ccc(OC2CCc3cc(Cl)ccc32)cc1. RXN SMILES: [CH2:29]([N:30]=[C:31]=[N:32][CH2:33][CH2:34][CH2:35][N:36]([CH3:37])[CH3:38])[CH3:39].[CH3:23][S:24](=[O:25])(=[O:26])[NH2:27].[Cl:1][c:2]1[cH:3][c:4]2[c:8]([cH:9][cH:10]1)[CH:7]([O:11][c:12]1[cH:13][cH:14][c:15]([CH2:18][CH2:19][C:20](=[O:21])[OH:22])[cH:16][cH:17]1)[CH2:6][CH2:5]2.[Cl:41][CH2:42][Cl:43].[ClH:28].[OH2:40]>>[Cl:1][c:2]1[cH:3][c:4]2[c:8]([cH:9][cH:10]1)[CH:7]([O:11][c:12]1[cH:13][cH:14][c:15]([CH2:18][CH2:19][C:20](=[O:22])[NH:27][S:24]([CH3:23])(=[O:25])=[O:26])[cH:16][cH:17]1)[CH2:6][CH2:5]2. Starting materials: hydrochloride salt, CC1=CC=C(C=C1)S(=O)(=O)OCC1OC2=C(C1)C=CC=C2C2=C(C=CC=C2)OC ((±)-[7-(2-methoxyphenyl)-2,3-dihydro-1-benzofuran-2-yl]methyl 4-methylbenzenesulfonate), CN (methylamine). The product is CNCC1OC2=C(C1)C=CC=C2C2=C(C=CC=C2)OC (N-methyl-1-[7-(2-methoxyphenyl)-2,3-dihydro-1-benzofuran-2-yl]methanamine). Reaction SMILES: CC1C=CC(S(O[CH2:12][CH:13]2[CH2:17][C:16]3[CH:18]=[CH:19][CH:20]=[C:21]([C:22]4[CH:27]=[CH:26][CH:25]=[CH:24][C:23]=4[O:28][CH3:29])[C:15]=3[O:14]2)(=O)=O)=CC=1.[CH3:30][NH2:31]>>[CH3:30][NH:31][CH2:12][CH:13]1[CH2:17][C:16]2[CH:18]=[CH:19][CH:20]=[C:21]([C:22]3[CH:27]=[CH:26][CH:25]=[CH:24][C:23]=3[O:28][CH3:29])[C:15]=2[O:14]1. Procedure: The title compound was prepared (0.250 g, 76%) following the general procedure of Example 154 as a white solid, hydrochloride salt from (±)-[7-(2-methoxyphenyl)-2,3-dihydro-1-benzofuran-2-yl]methyl 4-methylbenzenesulfonate (0.501 g, 1.22 mmol) and methylamine (4.56 g, 150.0 mmol). mp 157-159° C. The reactants are OC1=CC=C(C(=O)OCC)C=C1 (ethyl p-hydroxybenzoate), C(CCCCCC)Br (n-heptyl bromide). Yields the product C(CCCCCC)OC1=CC=C(C(=O)O)C=C1 (4-Heptyloxybenzoic acid). As a reaction SMILES: [OH:1][C:2]1[CH:12]=[CH:11][C:5]([C:6]([O:8]CC)=[O:7])=[CH:4][CH:3]=1.[CH2:13](Br)[CH2:14][CH2:15][CH2:16][CH2:17][CH2:18][CH3:19]>>[CH2:13]([O:1][C:2]1[CH:3]=[CH:4][C:5]([C:6]([OH:8])=[O:7])=[CH:11][CH:12]=1)[CH2:14][CH2:15][CH2:16][CH2:17][CH2:18][CH3:19]. Procedure: Using ethyl p-hydroxybenzoate (33.3 g, 0.20 mol) and n-heptyl bromide (39.4 g, 0.22 mol), the reaction was carried out in the same manner as described in Example 21, (1), and then recrystallized from ethanol to give the title compound as a white microneedles; yield: 19.0 g (40.2%); mp 86.2°-90.3° C.